Dataset: the Open Reaction Database (ORD), a public repository of structured organic reaction records. Task: describe an organic reaction: reactants, conditions, products, and yield The reactants are C(/C1=CC=CC=C1)=C(\C(=O)O)/CC(=O)N1C[C@H]2CCCC[C@H]2C1 ((E)-2-benzylidene-3-(cis-hexahydro-2-isoindolinylcarbonyl)propionic acid), [OH-].[Na+] (sodium hydroxide). Run in C(C)O (ethanol). Run at time 2 hour. Product: C(/C1=CC=CC=C1)=C(\C(=O)[O-])/CC(=O)N1C[C@H]2CCCC[C@H]2C1.[Na+] (sodium (E)-2-benzylidene-3-(cis-hexahydro-2-isoindolinylcarbonyl)propionate). Reaction SMILES: [CH:1](=[C:8](/[CH2:12][C:13]([N:15]1[CH2:23][C@H:22]2[C@H:17]([CH2:18][CH2:19][CH2:20][CH2:21]2)[CH2:16]1)=[O:14])\[C:9]([OH:11])=[O:10])/[C:2]1[CH:7]=[CH:6][CH:5]=[CH:4][CH:3]=1.[OH-].[Na+:25]>C(O)C>[CH:1](=[C:8](/[CH2:12][C:13]([N:15]1[CH2:16][C@H:17]2[C@H:22]([CH2:21][CH2:20][CH2:19][CH2:18]2)[CH2:23]1)=[O:14])\[C:9]([O-:11])=[O:10])/[C:2]1[CH:3]=[CH:4][CH:5]=[CH:6][CH:7]=1.[Na+:25] |f:1.2,4.5|. Procedure: To a solution of (E)-2-benzylidene-3-(cis-hexahydro-2-isoindolinylcarbonyl)propionic acid (31 mg) in ethanol (0.3 ml) was added 1N sodium hydroxide solution (0.1 ml) and the mixture was stirred at room temperature for 2 hours. The solvent was evaporated under reduced pressure to give 30 mg of sodium (E)-2-benzylidene-3-(cis-hexahydro-2-isoindolinylcarbonyl)propionate as a colorless amorphous solid. Starting materials: [H-].[Al+3].[Li+].[H-].[H-].[H-] (Lithium aluminum hydride), CN(C=1SC=C(N1)C(=O)OC)CC#C (2-(N-methyl-2-propynylamino)-4-methoxycarbonylthiazole), O (water). The solvent is O1CCCC1 (tetrahydrofuran), O1CCCC1 (tetrahydrofuran). Yields the product CN(C=1SC=C(N1)CO)CC#C (2-(N-methyl-2-propynylamino)-4-hydroxymethylthiazole). The yield is 86.5%. As a reaction SMILES: [H-].[Al+3].[Li+].[H-].[H-].[H-].[CH3:7][N:8]([CH2:18][C:19]#[CH:20])[C:9]1[S:10][CH:11]=[C:12]([C:14](OC)=[O:15])[N:13]=1.O>O1CCCC1>[CH3:7][N:8]([CH2:18][C:19]#[CH:20])[C:9]1[S:10][CH:11]=[C:12]([CH2:14][OH:15])[N:13]=1 |f:0.1.2.3.4.5|. Procedure details: Lithium aluminum hydride (900 mg) was added to anhydrous tetrahydrofuran (20 ml) and a solution of 2-(N-methyl-2-propynylamino)-4-methoxycarbonylthiazole (h) (5.0 g) in tetrahydrofuran (30 ml) was added dropwise thereto with stirring under ice-cooling. The mixture was refluxed for 2 hours, to which water was carefully added under ice-cooling, and evaporated to remove the tetrahydrofuran. The residue was extracted with chloroform. The extract was washed with water, dried and recrystallized from e... Reactants: CO, Cl, Cc1cnc(NC(=O)c2cc(Oc3ncc(C(=O)N4CCC4)cc3Cl)cc(OC(C)CO[Si](C)(C)C(C)(C)C)c2)cn1. The product is Cc1cnc(NC(=O)c2cc(Oc3ncc(C(=O)N4CCC4)cc3Cl)cc(OC(C)CO)c2)cn1. Reaction SMILES: [CH3:44][OH:45].[ClH:1].[N:2]1([C:6](=[O:7])[c:8]2[cH:9][c:10]([Cl:43])[c:11]([O:14][c:15]3[cH:16][c:17]([C:18](=[O:19])[NH:20][c:21]4[n:22][cH:23][c:24]([CH3:27])[n:25][cH:26]4)[cH:28][c:29]([O:31][CH:32]([CH2:33][O:34][Si:35]([C:36]([CH3:37])([CH3:38])[CH3:39])([CH3:40])[CH3:41])[CH3:42])[cH:30]3)[n:12][cH:13]2)[CH2:3][CH2:4][CH2:5]1>>[N:2]1([C:6](=[O:7])[c:8]2[cH:9][c:10]([Cl:43])[c:11]([O:14][c:15]3[cH:16][c:17]([C:18](=[O:19])[NH:20][c:21]4[n:22][cH:23][c:24]([CH3:27])[n:25][cH:26]4)[cH:28][c:29]([O:31][CH:32]([CH2:33][OH:34])[CH3:42])[cH:30]3)[n:12][cH:13]2)[CH2:3][CH2:4][CH2:5]1. Procedure: To a solution of N-(5-(7-hydroxyquinolin-4-yloxy)pyridin-2-yl)-2,3-dihydro-1,5-dimethyl-3-oxo-2-phenyl-1H-pyrazole-4-carboxamide (200.6 mg, 0.44 mmol) and cesium carbonate (684.6 mg, 2.1 mmol, Aladdin) in N,N-dimethylacetamide (1 mL) was added (N-(4-oxaspiro[2.4]heptane-6-yl)-tert butoxycarbonylamino)propyl methanesulfonate (0.63 mmol) in N,N-dimethylacetamide (5 mL). After stirring at 40° C. for 2 days, the reaction mixture was concentrated in vacuo. The residue was chromatographed with a silic... The reactants are OC1=CC=C2C(=CC=NC2=C1)OC=1C=CC(=NC1)NC(=O)C=1C(N(N(C1C)C)C1=CC=CC=C1)=O (N-(5-(7-hydroxyquinolin-4-yloxy)pyridin-2-yl)-2,3-dihydro-1,5-dimethyl-3-oxo-2-phenyl-1H-pyrazole-4-carboxamide), C([O-])([O-])=O.[Cs+].[Cs+] (cesium carbonate), CS(=O)(=O)OCCCN(C1COC2(CC2)C1)C(=O)OC(C)(C)C ((N-(4-oxaspiro[2.4]heptane-6-yl)-tert butoxycarbonylamino)propyl methanesulfonate). Isolated yield 63.1%. As a reaction SMILES: [OH:1][C:2]1[CH:11]=[C:10]2[C:5]([C:6]([O:12][C:13]3[CH:14]=[CH:15][C:16]([NH:19][C:20]([C:22]4[C:23](=[O:35])[N:24]([C:29]5[CH:34]=[CH:33][CH:32]=[CH:31][CH:30]=5)[N:25]([CH3:28])[C:26]=4[CH3:27])=[O:21])=[N:17][CH:18]=3)=[CH:7][CH:8]=[N:9]2)=[CH:4][CH:3]=1.C(=O)([O-])[O-].[Cs+].[Cs+].CS(O[CH2:47][CH2:48][CH2:49][N:50]([C:58]([O:60][C:61]([CH3:64])([CH3:63])[CH3:62])=[O:59])[CH:51]1[CH2:57][C:54]2([CH2:56][CH2:55]2)[O:53][CH2:52]1)(=O)=O>CN(C)C(=O)C>[CH2:55]1[C:54]2([CH2:57][CH:51]([N:50]([CH2:49][CH2:48][CH2:47][O:1][C:2]3[CH:11]=[C:10]4[C:5]([C:6]([O:12][C:13]5[CH:14]=[CH:15][C:16]([NH:19][C:20]([C:22]6[C:23](=[O:35])[N:24]([C:29]7[CH:30]=[CH:31][CH:32]=[CH:33][CH:34]=7)[N:25]([CH3:28])[C:26]=6[CH3:27])=[O:21])=[N:17][CH:18]=5)=[CH:7][CH:8]=[N:9]4)=[CH:4][CH:3]=3)[C:58]([O:60][C:61]([CH3:63])([CH3:62])[CH3:64])=[O:59])[CH2:52][O:53]2)[CH2:56]1 |f:1.2.3|. Solvent: CN(C(C)=O)C (N,N-dimethylacetamide), CN(C(C)=O)C (N,N-dimethylacetamide). Product: C1CC12OCC(C2)N(C(=O)OC(C)(C)C)CCCOC2=CC=C1C(=CC=NC1=C2)OC=2C=CC(=NC2)NC(=O)C=2C(N(N(C2C)C)C2=CC=CC=C2)=O (N-(5-(7-((N-(4-oxaspiro[2.4]heptane-6-yl)-tert butoxycarbonylamino) propoxy)quinolin-4-yloxy)pyridin-2-yl)-2,3-dihydro-1,5-dimethyl-3-oxo-2-phenyl-1H-pyrazole-4-carboxamide). Conditions: temperature 40 celsius, time 2 day. Starting materials: CCCCc1nc(C)n(CC(=O)OCC)c(=O)c1Cc1ccc(-c2ccccc2-c2noc(=O)[nH]2)cc1, CCOC(C)=O, CCO, Cl, [Na+], C1CCOC1, [OH-]. Product: CCCCc1nc(C)n(CC(=O)O)c(=O)c1Cc1ccc(-c2ccccc2-c2noc(=O)[nH]2)cc1. Reaction SMILES: [CH2:1]([CH2:2][CH2:3][CH3:4])[c:5]1[n:6][c:7]([CH3:37])[n:8]([CH2:31][C:32](=[O:33])[O:34][CH2:35][CH3:36])[c:9](=[O:30])[c:10]1[CH2:11][c:12]1[cH:13][cH:14][c:15](-[c:18]2[c:19](-[c:24]3[n:25][o:26][c:27](=[O:29])[nH:28]3)[cH:20][cH:21][cH:22][cH:23]2)[cH:16][cH:17]1.[CH3:46][CH2:47][O:48][C:49](=[O:50])[CH3:51].[CH3:52][CH2:53][OH:54].[ClH:45].[Na+:39].[O:40]1[CH2:41][CH2:42][CH2:43][CH2:44]1.[OH-:38]>>[CH2:1]([CH2:2][CH2:3][CH3:4])[c:5]1[n:6][c:7]([CH3:37])[n:8]([CH2:31][C:32](=[O:33])[OH:34])[c:9](=[O:30])[c:10]1[CH2:11][c:12]1[cH:13][cH:14][c:15](-[c:18]2[c:19](-[c:24]3[n:25][o:26][c:27](=[O:29])[nH:28]3)[cH:20][cH:21][cH:22][cH:23]2)[cH:16][cH:17]1. The reactants are [BH4-], [Br-], BrCc1ccccc1, CC1=Cc2ccccc2C(c2ccc(C(F)(F)F)cc2)N1Cc1ccccc1, Cc1cc2ccccc2c(-c2ccc(C(F)(F)F)cc2)[n+]1Cc1ccccc1, C1CCOC1, Cc1cc2ccccc2cn1, CC(=O)O, FC(F)(F)c1ccc([Mg+])cc1, [Na+], [Na+], [OH-]. Product: CC1Cc2ccccc2C(c2ccc(C(F)(F)F)cc2)N1Cc1ccccc1. As a reaction SMILES: [BH4-:88].[Br-:20].[Br:12][CH2:13][c:14]1[cH:15][cH:16][cH:17][cH:18][cH:19]1.[CH2:32]([c:33]1[cH:34][cH:35][cH:36][cH:37][cH:38]1)[N:39]1[CH:40]([c:50]2[cH:51][cH:52][c:53]([C:56]([F:57])([F:58])[F:59])[cH:54][cH:55]2)[c:41]2[cH:42][cH:43][cH:44][cH:45][c:46]2[CH:47]=[C:48]1[CH3:49].[CH2:60]([n+:61]1[c:62]([CH3:63])[cH:64][c:65]2[c:66]([cH:67][cH:68][cH:69][cH:70]2)[c:71]1-[c:72]1[cH:73][cH:74][c:75]([C:76]([F:77])([F:78])[F:79])[cH:80][cH:81]1)[c:82]1[cH:83][cH:84][cH:85][cH:86][cH:87]1.[CH2:92]1[O:93][CH2:94][CH2:95][CH2:96]1.[CH3:1][c:2]1[n:3][cH:4][c:5]2[c:6]([cH:7]1)[cH:8][cH:9][cH:10][cH:11]2.[CH3:97][C:98](=[O:99])[OH:100].[F:21][C:22]([F:23])([F:24])[c:25]1[cH:26][cH:27][c:28]([Mg+:29])[cH:30][cH:31]1.[Na+:89].[Na+:91].[OH-:90]>>[CH2:32]([c:33]1[cH:34][cH:35][cH:36][cH:37][cH:38]1)[N:39]1[CH:40]([c:50]2[cH:51][cH:52][c:53]([C:56]([F:57])([F:58])[F:59])[cH:54][cH:55]2)[c:41]2[cH:42][cH:43][cH:44][cH:45][c:46]2[CH2:47][CH:48]1[CH3:49]. The reactants are N1C(SC2C1C1=CC=CCN1CC2)NC ((2RS,10bSR)-N-(1,3,4,6,7,10b-hexahydro-2H-thiazolo[4,5-a]quinolizin-2-yl)-N-methylamine), Cl.N1C(SC2C1C1=CC=CCN1CC2)N(S(=O)(=O)N(C)C)C ((2RS,10bSR)-N-(1,3,4,6,7,10b-hexahydro-2H-thiazolo[4,5-a]quinolizin-2-yl)-N,N',N'-trimethylsulfamide, hydrochloride). Product: N1C(SC2C1C1=CC=CCN1CC2)=O (1,3,4,6,7,10b-Hexahydro-2H-thiazolo [4,5-a]quinolizin-2-one). Reaction SMILES: [NH:1]1[CH:5]2[C:6]3[N:11]([CH2:12][CH2:13][CH:4]2[S:3][CH:2]1NC)[CH2:10][CH:9]=[CH:8][CH:7]=3.Cl.N1C2C3N(CCC2SC1N(C)S(N(C)C)(=O)=[O:32])CC=CC=3>>[NH:1]1[CH:5]2[C:6]3[N:11]([CH2:12][CH2:13][CH:4]2[S:3][C:2]1=[O:32])[CH2:10][CH:9]=[CH:8][CH:7]=3 |f:1.2|. Procedure details: Following the procedures substantially as described in Example 1, Steps F and G but substituting for the quinolizin-2-one used therein, an equimolar amount of the quinolizin-2-one from Step G of this Example 13, there are produced in sequence: (2RS,10bSR)-N-(1,3,4,6,7,10b-hexahydro-2H-thiazolo[4,5-a]quinolizin-2-yl)-N-methylamine; and (2RS,10bSR)-N-(1,3,4,6,7,10b-hexahydro-2H-thiazolo[4,5-a]quinolizin-2-yl)-N,N',N'-trimethylsulfamide, hydrochloride.